From a dataset of the Open Reaction Database (ORD), a public repository of structured organic reaction records. describe an organic reaction: reactants, conditions, products, and yield Reactants: C(=CC1=CC=CC=C1)C1=CC=C(C=C1)S(=O)(=O)[O-].[Na+] (sodium p-styrylbenzene sulfonate), resultant mixture, [NH2-].[Na+] (sodium amide), N (ammonia). Solvent: liquid. Yields the product NC1=CC=C(C=C1)C=CC1=CC=CC=C1 (4-aminostilbene). Isolated yield 101.6%. RXN SMILES: [CH:1]([C:9]1[CH:14]=[CH:13][C:12](S([O-])(=O)=O)=[CH:11][CH:10]=1)=[CH:2][C:3]1[CH:8]=[CH:7][CH:6]=[CH:5][CH:4]=1.[Na+].[NH2-:20].[Na+].N>>[NH2:20][C:12]1[CH:13]=[CH:14][C:9]([CH:1]=[CH:2][C:3]2[CH:8]=[CH:7][CH:6]=[CH:5][CH:4]=2)=[CH:10][CH:11]=1 |f:0.1,2.3|. Procedure: In a 200-ml autoclave were placed 18.6 grams (0.06 mole) of anhydrous sodium p-styrylbenzene sulfonate, 5.2 grams (0.13 mole) of sodium amide and 50 ml of liquid ammonia in the same manner as in Example 1. The resultant mixture was heated at 120° C for 6 hours. The reaction pressure in the autoclave was 90 atm. during the reaction. After the ammonia was removed, 10 ml of water was added to the reaction mixture for hydrolysis. The product was extracted with ether and the ether was distilled off t...